This data is from the Open Reaction Database (ORD), a public repository of structured organic reaction records. The task is: describe an organic reaction: reactants, conditions, products, and yield The reactants are CCO, O=C(O)c1cn(-c2ccc(F)cc2F)c2nc(N3CC4ON=C(CN5C(=O)c6ccccc6C5=O)C4C3)c(F)cc2c1=O, NN, O. Yields the product NCC1=NOC2CN(c3nc4c(cc3F)c(=O)c(C(=O)O)cn4-c3ccc(F)cc3F)CC12. Reaction SMILES: [CH3:47][CH2:48][OH:49].[F:1][c:2]1[c:3](-[n:9]2[cH:10][c:11]([C:41](=[O:42])[OH:43])[c:12](=[O:40])[c:13]3[cH:14][c:15]([F:39])[c:16]([N:19]4[CH2:20][CH:21]5[C:22]([CH2:27][N:28]6[C:29](=[O:30])[c:31]7[c:32]([cH:33][cH:34][cH:35][cH:36]7)[C:37]6=[O:38])=[N:23][O:24][CH:25]5[CH2:26]4)[n:17][c:18]23)[cH:4][cH:5][c:6]([F:8])[cH:7]1.[NH2:45][NH2:46].[OH2:44]>>[F:1][c:2]1[c:3](-[n:9]2[cH:10][c:11]([C:41](=[O:42])[OH:43])[c:12](=[O:40])[c:13]3[cH:14][c:15]([F:39])[c:16]([N:19]4[CH2:20][CH:21]5[C:22]([CH2:27][NH2:28])=[N:23][O:24][CH:25]5[CH2:26]4)[n:17][c:18]23)[cH:4][cH:5][c:6]([F:8])[cH:7]1. Reactants: Cl (HCl), COC(=O)C=1C=C(C=C(C1)N1C(CC2=CC=CC=C12)=O)C1=CC=C(C=C1)C (4′-methyl-5-(2-oxo-2,3-dihydro-indol-1-yl)-biphenyl-3-carboxylic acid methyl ester), O (water), [OH-].[Na+] (NaOH). The solvent is CO (methanol), C1CCOC1 (THF). Conditions: time 2.5 hour. Yields the product CC1=CC=C(C=C1)C1=CC(=CC(=C1)N1C(CC2=CC=CC=C12)=O)C(=O)O (4′-methyl-5-(2-oxo-2,3-dihydro-indol-1-yl)-biphenyl-3-carboxylic acid). RXN SMILES: C[O:2][C:3]([C:5]1[CH:6]=[C:7]([C:21]2[CH:26]=[CH:25][C:24]([CH3:27])=[CH:23][CH:22]=2)[CH:8]=[C:9]([N:11]2[C:19]3[C:14](=[CH:15][CH:16]=[CH:17][CH:18]=3)[CH2:13][C:12]2=[O:20])[CH:10]=1)=[O:4].O.[OH-].[Na+].Cl>CO.C1COCC1>[CH3:27][C:24]1[CH:25]=[CH:26][C:21]([C:7]2[CH:8]=[C:9]([N:11]3[C:19]4[C:14](=[CH:15][CH:16]=[CH:17][CH:18]=4)[CH2:13][C:12]3=[O:20])[CH:10]=[C:5]([C:3]([OH:4])=[O:2])[CH:6]=2)=[CH:22][CH:23]=1 |f:2.3|. Procedure: The crude 4′-methyl-5-(2-oxo-2,3-dihydro-indol-1-yl)-biphenyl-3-carboxylic acid methyl ester from step 2 was in a mixture of methanol (3 mL), water (1 mL) and THF (1 mL), and 2M aqueous NaOH (0.4 mL) was added. The mixture was stirred for 2.5 hours, then neutralized by addition of 1N aqueous HCl. The mixture was concentrated under reduced pressure and co-evaporated with toluene three times to afford crude 4′-methyl-5-(2-oxo-2,3-dihydro-indol-1-yl)-biphenyl-3-carboxylic acid, which was used direc...